This data is from the Open Reaction Database (ORD), a public repository of structured organic reaction records. The task is: describe an organic reaction: reactants, conditions, products, and yield Starting materials: COc1cc(C=O)cc(OC)c1OC, CCO, CC(=O)c1c(OCC=C(C)C)ccc2c(C)cc(=O)oc12, [K+], [OH-], O. The product is COc1cc(C=CC(=O)c2c(OCC=C(C)C)ccc3c(C)cc(=O)oc23)cc(OC)c1OC. Reaction SMILES: [CH3:24][O:25][c:26]1[cH:27][c:28]([CH:29]=[O:30])[cH:31][c:32]([O:36][CH3:37])[c:33]1[O:34][CH3:35].[CH3:38][CH2:39][OH:40].[CH3:3][c:4]1[cH:5][c:6](=[O:23])[o:7][c:8]2[c:9]([C:20]([CH3:21])=[O:22])[c:10]([O:14][CH2:15][CH:16]=[C:17]([CH3:18])[CH3:19])[cH:11][cH:12][c:13]12.[K+:2].[OH-:1].[OH2:41]>>[CH3:3][c:4]1[cH:5][c:6](=[O:23])[o:7][c:8]2[c:9]([C:20]([CH:21]=[CH:29][c:28]3[cH:27][c:26]([O:25][CH3:24])[c:33]([O:34][CH3:35])[c:32]([O:36][CH3:37])[cH:31]3)=[O:22])[c:10]([O:14][CH2:15][CH:16]=[C:17]([CH3:18])[CH3:19])[cH:11][cH:12][c:13]12. The reactants are C1COCCN1, O=C(O)c1cc(Cl)c(Cl)cc1NS(=O)(=O)c1cccc2nccnc12. The product is O=C(c1cc(Cl)c(Cl)cc1NS(=O)(=O)c1cccc2nccnc12)N1CCOCC1. Reaction SMILES: [CH2:26]1[CH2:27][O:28][CH2:29][CH2:30][NH:31]1.[Cl:1][c:2]1[cH:3][c:4]([NH:12][S:13](=[O:14])(=[O:15])[c:16]2[c:17]3[n:18][cH:19][cH:20][n:21][c:22]3[cH:23][cH:24][cH:25]2)[c:5]([C:6](=[O:7])[OH:8])[cH:9][c:10]1[Cl:11]>>[Cl:1][c:2]1[cH:3][c:4]([NH:12][S:13](=[O:14])(=[O:15])[c:16]2[c:17]3[n:18][cH:19][cH:20][n:21][c:22]3[cH:23][cH:24][cH:25]2)[c:5]([C:6](=[O:8])[N:31]2[CH2:26][CH2:27][O:28][CH2:29][CH2:30]2)[cH:9][c:10]1[Cl:11]. Starting materials: C(C)N(CC#CCN1C([C@H](CC1)O[Si](C)(C)C(C)(C)C)=O)CC ((S)-1-[4-diethylamino-2-butynyl]-3-[[(1,1-dimethylethyl)dimethylsilyl]oxy]-2-pyrrolidinone), N#CBr (cyanogen bromide). Run in C(C)OCC (diethyl ether). Product: BrCC#CCN1C([C@H](CC1)O[Si](C)(C)C(C)(C)C)=O ((S)-1-(4-Bromo-2-Butynyl)-3-[[(1,1-Dimethylethyl)Dimethylsilyl]Oxy]-2-Pyrrolidinone). The yield is 81.5%. Reaction SMILES: C(N(CC)[CH2:4][C:5]#[C:6][CH2:7][N:8]1[CH2:12][CH2:11][C@H:10]([O:13][Si:14]([C:17]([CH3:20])([CH3:19])[CH3:18])([CH3:16])[CH3:15])[C:9]1=[O:21])C.N#C[Br:26]>C(OCC)C>[Br:26][CH2:4][C:5]#[C:6][CH2:7][N:8]1[CH2:12][CH2:11][C@H:10]([O:13][Si:14]([C:17]([CH3:20])([CH3:19])[CH3:18])([CH3:16])[CH3:15])[C:9]1=[O:21]. Procedure details: A solution of 2.4 g of (S)-1-[4-diethylamino-2-butynyl]-3-[[(1,1-dimethylethyl)dimethylsilyl]oxy]-2-pyrrolidinone and 0.8 g of cyanogen bromide in 40 ml of diethyl ether is stirred at room temperature for 18 hours. The solution is washed with 30 ml of 1N hydrochloric acid and saturated sodium bicarbonate, dried and concentrated in vacuo. The residue is purified by chromatography (silica gel, methylene chloride) to give 2.0 g of the desired product as a colorless oil. [α]D26 =-31° (methylene chlo... Starting materials: CC1=CC2=C(CN(CCC2O)C)S1 (2,7-dimethyl-5,6,7,8-tetrahydro-4H-thieno[2,3-c]azepin-4-ol), ClC=1C=C(C=CC1Cl)F (3,4-dichlorofluorobenzene). Product: Cl.ClC=1C=C(C=CC1Cl)OC1C2=C(CN(CC1)C)SC(=C2)C (4-(3,4-Dichlorophenyloxy)-2,7-dimethyl-5,6,7,8-tetrahydro-4H-thieno[2,3-c]azepine hydrochloride). As a reaction SMILES: [CH3:1][C:2]1[S:13][C:5]2[CH2:6][N:7]([CH3:12])[CH2:8][CH2:9][CH:10]([OH:11])[C:4]=2[CH:3]=1.[Cl:14][C:15]1[CH:16]=[C:17](F)[CH:18]=[CH:19][C:20]=1[Cl:21]>>[ClH:14].[Cl:14][C:15]1[CH:16]=[C:17]([O:11][CH:10]2[CH2:9][CH2:8][N:7]([CH3:12])[CH2:6][C:5]3[S:13][C:2]([CH3:1])=[CH:3][C:4]2=3)[CH:18]=[CH:19][C:20]=1[Cl:21] |f:2.3|. Procedure details: The same method as in Example 3 was conducted using 2,7-dimethyl-5,6,7,8-tetrahydro-4H-thieno[2,3-c]azepin-4-ol (Reference Example 23) instead of 6-methyl-4,5,6,7-tetrahydrothieno[2,3-c]pyridin-4-ol (Reference Example 6) and was conducted using 3,4-dichlorofluorobenzene instead of 1,3-difluorobenzene to give the objective compound. Starting materials: C(C1=CC=CC=C1)(=O)Cl (Benzoyl chloride), C(C)(=O)N1N=C(C(NC1=O)=O)C1=CC=CC=C1 (2-acetyl-6-phenyl-1,2,4-triazine-3,5(2H,4H)-dione), N1=CC=CC=C1 (pyridine), Cl (hydrochloric acid), O (water). The solvent is O1CCOCC1 (1,4-Dioxane). Run at time 8 hour. The product is C1(=CC=CC=C1)C=1C(N(C(NN1)=O)C(C1=CC=CC=C1)=O)=O (6-phenyl-4-(benzoyl)-1,2,4-triazine-3,5(2H,4H)-dione). Isolated yield 16.3%. As a reaction SMILES: [C:1](Cl)(=[O:8])[C:2]1[CH:7]=[CH:6][CH:5]=[CH:4][CH:3]=1.C([N:13]1[C:18](=[O:19])[NH:17][C:16](=[O:20])[C:15]([C:21]2[CH:26]=[CH:25][CH:24]=[CH:23][CH:22]=2)=[N:14]1)(=O)C.N1C=CC=CC=1.Cl.O>O1CCOCC1>[C:21]1([C:15]2[C:16](=[O:20])[N:17]([C:1](=[O:8])[C:2]3[CH:7]=[CH:6][CH:5]=[CH:4][CH:3]=3)[C:18](=[O:19])[NH:13][N:14]=2)[CH:22]=[CH:23][CH:24]=[CH:25][CH:26]=1. Procedure: Benzoyl chloride (0.253 ml, 2.180 mmol) was added to a solution of 2-acetyl-6-phenyl-1,2,4-triazine-3,5(2H,4H)-dione (420 mg, 1.817 mmol) and pyridine (0.441 ml, 5.45 mmol) in 1,4-Dioxane (5 ml) at 5° C. Mixture was stirred at r.t. overnight. Solids were filtered off and rinsed with DCM, solvent was concentrated under reduced pressure. Residue was diluted in ethanol (20 ml), hydrochloric acid 37% in water (0.250 ml, 3.04 mmol) was added and mixture heated at 90° C. for 3 h. Solvent was concentra... Starting materials: C(C)(C)(C)OC(N(C1=CC=NC=C1)CCOC1=CC(=CC(=C1)C(N(CCN1N=CN=C1)C(C)C)=O)Cl)=O ((2-{3-chloro-5-[isopropyl-(2-[1,2,4]triazol-1-yl-ethyl)-carbamoyl]-phenoxy}-ethyl)-pyridin-4-yl-carbamic acid tert-butyl ester), FC(C(=O)O)(F)F (trifluoroacetic acid). Solvent: ClCCl (dichloromethane). Run at time 3 hour. The product is FC(C(=O)O)(F)F.ClC=1C=C(C(=O)N(CCN2N=CN=C2)C(C)C)C=C(C1)OCCNC1=CC=NC=C1 (3-Chloro-N-isopropyl-5-[2-(pyridin-4-ylamino)-ethoxy]-N-(2-[1,2,4]triazol-1-yl-ethyl)-benzamide trifluoroacetate). As a reaction SMILES: C(OC(=O)[N:7]([CH2:14][CH2:15][O:16][C:17]1[CH:22]=[C:21]([C:23](=[O:35])[N:24]([CH:32]([CH3:34])[CH3:33])[CH2:25][CH2:26][N:27]2[CH:31]=[N:30][CH:29]=[N:28]2)[CH:20]=[C:19]([Cl:36])[CH:18]=1)[C:8]1[CH:13]=[CH:12][N:11]=[CH:10][CH:9]=1)(C)(C)C.[F:38][C:39]([F:44])([F:43])[C:40]([OH:42])=[O:41]>ClCCl>[F:38][C:39]([F:44])([F:43])[C:40]([OH:42])=[O:41].[Cl:36][C:19]1[CH:20]=[C:21]([CH:22]=[C:17]([O:16][CH2:15][CH2:14][NH:7][C:8]2[CH:13]=[CH:12][N:11]=[CH:10][CH:9]=2)[CH:18]=1)[C:23]([N:24]([CH:32]([CH3:33])[CH3:34])[CH2:25][CH2:26][N:27]1[CH:31]=[N:30][CH:29]=[N:28]1)=[O:35] |f:3.4|. Procedure details: To a solution of (2-{3-chloro-5-[isopropyl-(2-[1,2,4]triazol-1-yl-ethyl)-carbamoyl]-phenoxy}-ethyl)-pyridin-4-yl-carbamic acid tert-butyl ester (0.097 g) in dichloromethane (5 ml) was added trifluoroacetic acid (2 ml) and the mixture was stirred at room temperature for 3 h. The solvent was evaporated under reduced pressure and the residue subjected to preparative hplc to give the title compound (0.093 g) as a clear oil. Reactants: C(C1=CC=CC=C1)N1C=NC=2N(C(NC(C12)=O)=O)C (7-benzyl-3-methylxanthine), C(C)(=O)O[C@@H](CCCCBr)C ((R)-5-acetoxy-1-bromohexane), [H-].[Na+] (sodium hydride). Run in CS(=O)C (dimethyl sulfoxide). Reaction conditions: time 30 minute. Yields the product C(C)(=O)O[C@@H](CCCCBr)C ((R)-5-Acetoxy-1-bromohexane), C(C)(=O)O[C@@H](CCCCN1C(=O)N(C=2N=CN(C2C1=O)CC1=CC=CC=C1)C)C ((R)-1-(5-acetoxyhexyl)-7-benzyl-3-methylxanthine). The yield is 144.0%. As a reaction SMILES: [CH2:1]([N:8]1[C:16]2[C:15](=[O:17])[NH:14][C:13](=[O:18])[N:12]([CH3:19])[C:11]=2[N:10]=[CH:9]1)[C:2]1[CH:7]=[CH:6][CH:5]=[CH:4][CH:3]=1.[H-].[Na+].[C:22]([O:25][C@H:26]([CH3:32])[CH2:27][CH2:28][CH2:29][CH2:30][Br:31])(=[O:24])[CH3:23]>CS(C)=O>[C:22]([O:25][C@H:26]([CH3:32])[CH2:27][CH2:28][CH2:29][CH2:30][Br:31])(=[O:24])[CH3:23].[C:22]([O:25][C@H:26]([CH3:32])[CH2:27][CH2:28][CH2:29][CH2:30][N:14]1[C:15](=[O:17])[C:16]2[N:8]([CH2:1][C:2]3[CH:7]=[CH:6][CH:5]=[CH:4][CH:3]=3)[CH:9]=[N:10][C:11]=2[N:12]([CH3:19])[C:13]1=[O:18])(=[O:24])[CH3:23] |f:1.2|. Procedure: To a stirring suspension of 7-benzyl-3-methylxanthine (11.1 g, 43.2 mmol) in dimethyl sulfoxide (100 ml) was added 95% sodium hydride (1.24 g, 52 mmol) in one portion. After stirring for 30 minutes, (R)-5-acetoxy-1-bromohexane (8.1 g, 45.3 mmol) was added neat. The (R)-5-Acetoxy-1-bromohexane was prepared according to methods described in U.S. Pat. No. 6,075,029 issued to Klein, J. P., Kumar, A. M., and Woodson, P on Jun. 13, 2000, which is incorporated herein by reference. After stirring at 80°...